This data is from the Open Reaction Database (ORD), a public repository of structured organic reaction records. The task is: describe an organic reaction: reactants, conditions, products, and yield Starting materials: C([O-])([O-])=O.[Cs+].[Cs+] (cesium carbonate), ClC=1C2=C(N=CN1)C=CN2 (4-chloro-5H-pyrrolo[3,2-d]pyrimidine), BrCCOCCOCC (1-bromo-2-(2-ethoxyethoxy)ethane). Run in O (water), CN(C=O)C (N,N-dimethylformamide). The product is ClC=1C2=C(N=CN1)C=CN2CCOCCOCC (4-chloro-5-[2-(2-ethoxyethoxy)ethyl]-5H -pyrrolo[3,2-d]pyrimidine). Isolated yield 83.5%. As a reaction SMILES: [Cl:1][C:2]1[C:3]2[NH:10][CH:9]=[CH:8][C:4]=2[N:5]=[CH:6][N:7]=1.C(=O)([O-])[O-].[Cs+].[Cs+].Br[CH2:18][CH2:19][O:20][CH2:21][CH2:22][O:23][CH2:24][CH3:25]>CN(C)C=O.O>[Cl:1][C:2]1[C:3]2[N:10]([CH2:18][CH2:19][O:20][CH2:21][CH2:22][O:23][CH2:24][CH3:25])[CH:9]=[CH:8][C:4]=2[N:5]=[CH:6][N:7]=1 |f:1.2.3|. Procedure details: To a suspension of 4-chloro-5H-pyrrolo[3,2-d]pyrimidine (300 mg) in N,N-dimethylformamide (2.0 mL) was added cesium carbonate (728 mg) under ice-cooling, and the mixture was stirred while warming to room temperature for 15 min. To the reaction mixture was added 1-bromo-2-(2-ethoxyethoxy)ethane (496 mg), and the mixture was stirred at room temperature for 20 hrs. The reaction mixture was diluted with water (20 mL) and extracted with ethyl acetate (20 mL×3). The organic layer washed with saturated... RXN SMILES: [CH2:47]([Cl:48])[Cl:49].[CH:1]1([CH2:4][N:5]2[CH:6]3[C:7]4([OH:29])[CH2:8][CH2:9][CH:10]([CH:24]5[O:25][CH2:26][CH2:27][O:28]5)[CH:11]5[C:12]4([c:13]4[c:14]([c:15]([OH:20])[cH:16][cH:17][c:18]4[CH2:19]3)[O:21]5)[CH2:22][CH2:23]2)[CH2:2][CH2:3]1.[CH:35]([CH3:36])([CH3:37])[Si:38]([Cl:39])([CH:40]([CH3:41])[CH3:42])[CH:43]([CH3:44])[CH3:45].[OH2:46].[nH:30]1[cH:31][cH:32][n:33][cH:34]1>>[CH:1]1([CH2:4][N:5]2[CH:6]3[C:7]4([OH:29])[CH2:8][CH2:9][CH:10]([CH:24]5[O:25][CH2:26][CH2:27][O:28]5)[CH:11]5[C:12]4([c:13]4[c:14]([c:15]([O:20][Si:38]([CH:35]([CH3:36])[CH3:37])([CH:40]([CH3:41])[CH3:42])[CH:43]([CH3:44])[CH3:45])[cH:16][cH:17][c:18]4[CH2:19]3)[O:21]5)[CH2:22][CH2:23]2)[CH2:2][CH2:3]1. The reactants are ClCCl, Oc1ccc2c3c1OC1C(C4OCCO4)CCC4(O)C(C2)N(CC2CC2)CCC314, CC(C)[Si](Cl)(C(C)C)C(C)C, O, c1c[nH]cn1. Product: CC(C)[Si](Oc1ccc2c3c1OC1C(C4OCCO4)CCC4(O)C(C2)N(CC2CC2)CCC314)(C(C)C)C(C)C. Reactants: C1(=CC=CC=C1)S(=O)(=O)CC1=CC=C(C(=C1C(=O)[O-])O)C1=COC=C1 (6-(benzenesulphonylmethyl)-3-(furan-3-yl)-2-hydroxybenzoate), C1(=CC=CC=C1)S(=O)(=O)CC1=CC=C(C(=C1C(=O)[O-])O)C1=COC=C1 (6-(benzenesulphonylmethyl)-3-(furan-3-yl)-2-hydroxybenzoate), BrCC#N (bromoacetonitrile). Yields the product C1(=CC=CC=C1)S(=O)(=O)CC1=CC=C(C(=C1C(=O)OC(C)(C)C)OCC#N)C1=COC=C1 (t-Butyl 6-(benzenesulphonylmethyl)-2-(cyanomethoxy)-3-(furan-3-yl)benzoate). As a reaction SMILES: [C:1]1([S:7]([CH2:10][C:11]2[C:16]([C:17]([O-:19])=[O:18])=[C:15]([OH:20])[C:14]([C:21]3[CH:25]=[CH:24][O:23][CH:22]=3)=[CH:13][CH:12]=2)(=[O:9])=[O:8])[CH:6]=[CH:5][CH:4]=[CH:3][CH:2]=1.Br[CH2:27][C:28]#[N:29]>>[C:1]1([S:7]([CH2:10][C:11]2[C:16]([C:17]([O:19][C:11]([CH3:16])([CH3:12])[CH3:10])=[O:18])=[C:15]([O:20][CH2:27][C:28]#[N:29])[C:14]([C:21]3[CH:25]=[CH:24][O:23][CH:22]=3)=[CH:13][CH:12]=2)(=[O:9])=[O:8])[CH:2]=[CH:3][CH:4]=[CH:5][CH:6]=1. Procedure details: 6-(benzenesulphonylmethyl)-3-(furan-3-yl)-2-hydroxybenzoate (Intermediate 120) and bromoacetonitrile.